The task is: describe an organic reaction: reactants, conditions, products, and yield. This data is from the Open Reaction Database (ORD), a public repository of structured organic reaction records. Starting materials: CN(S(=O)(=O)N1C(=NC=C1)[Si](C)(C)C(C)(C)C)C (1-Dimethylsulfamoyl-2-t-butyldimethylsilyl imidazole), C(=C)[Mg]Br (vinylmagnesium bromide), C1CCOC1 (THF). Reaction conditions: temperature 0 celsius, time 6 hour. Yields the product CN(S(=O)(=O)N1C(=NC=C1C=O)[Si](C)(C)C(C)(C)C)C (1-dimethylsulfamoyl-2-t-butyldimethylsilyl -5-imidazolecarboxaldehyde). Isolated yield 88.0%. As a reaction SMILES: [CH3:1][N:2]([CH3:18])[S:3]([N:6]1[CH:10]=[CH:9][N:8]=[C:7]1[Si:11]([C:14]([CH3:17])([CH3:16])[CH3:15])([CH3:13])[CH3:12])(=[O:5])=[O:4].C([Mg]Br)=C.C1C[O:26][CH2:25]C1>>[CH3:1][N:2]([CH3:18])[S:3]([N:6]1[C:10]([CH:25]=[O:26])=[CH:9][N:8]=[C:7]1[Si:11]([C:14]([CH3:15])([CH3:17])[CH3:16])([CH3:13])[CH3:12])(=[O:4])=[O:5]. Reported procedure: After stirring for 16 h MeOH (4 mL) was added and the mixture was warmed to 55° C. until no more gas was evolved. The mixture was concentrated to an oil, taken up in Et2O and washed successively with 2M phosphoric acid, saturated sodium bicarbonate, water and brine and then dried over MgSO4 and reconcentrated. The resulting oil was purified by high vacuum Kugelrohr at 150° C. to give pure alcohol (1,2,3,4-tetrahydronaphthalen-2-yl)methanol (2) (4.09 g) in 93% yield. To triphenylphosphine (10.179... The reactants are CO, OCC1CC1, ClCCl, O=C(O)COc1ncc(C(=O)Nc2ccc(F)cc2)cn1. Yields the product O=C(COc1ncc(C(=O)Nc2ccc(F)cc2)cn1)OCC1CC1. As a reaction SMILES: [CH3:27][OH:28].[CH:22]1([CH2:25][OH:26])[CH2:23][CH2:24]1.[Cl:29][CH2:30][Cl:31].[F:1][c:2]1[cH:3][cH:4][c:5]([NH:8][C:9](=[O:10])[c:11]2[cH:12][n:13][c:14]([O:17][CH2:18][C:19](=[O:20])[OH:21])[n:15][cH:16]2)[cH:6][cH:7]1>>[F:1][c:2]1[cH:3][cH:4][c:5]([NH:8][C:9](=[O:10])[c:11]2[cH:12][n:13][c:14]([O:17][CH2:18][C:19]([O:20][CH2:25][CH:22]3[CH2:23][CH2:24]3)=[O:21])[n:15][cH:16]2)[cH:6][cH:7]1. The reactants are BrC=1C=C2C=3CCCC(C3NC2=CC1)=O (6-bromo-2,3,4,9-tetrahydro-1H-carbazol-1-one), COC=1C(=CC=CC1)N (o-anisidine). Yields the product BrC=1C=C2C=3CCCC(C3NC2=CC1)NC1=C(C=CC=C1)OC (6-Bromo-N-(2-methoxyphenyl)-2,3,4,9-tetrahydro-1H-carbazol-1-amine). Reaction SMILES: [Br:1][C:2]1[CH:3]=[C:4]2[C:12](=[CH:13][CH:14]=1)[NH:11][C:10]1[C:9](=O)[CH2:8][CH2:7][CH2:6][C:5]2=1.[CH3:16][O:17][C:18]1[C:19]([NH2:24])=[CH:20][CH:21]=[CH:22][CH:23]=1>>[Br:1][C:2]1[CH:3]=[C:4]2[C:12](=[CH:13][CH:14]=1)[NH:11][C:10]1[CH:9]([NH:24][C:19]3[CH:20]=[CH:21][CH:22]=[CH:23][C:18]=3[O:17][CH3:16])[CH2:8][CH2:7][CH2:6][C:5]2=1. Procedure: 6-Bromo-N-(2-methoxyphenyl)-2,3,4,9-tetrahydro-1H-carbazol-1-amine was prepared from 6-bromo-2,3,4,9-tetrahydro-1H-carbazol-1-one (200 mg, 0.76 mmol) and o-anisidine (187 mg, 1.52 mmol) in a similar manner as described above and recrystallized from acetonitrile to give 30 mg (11%) as yellow crystals; 1H-NMR (DMSO-d6): δ 11.07 (s, 1H), 7.56 (d, 1H), 7.22 (d, 1H), 7.13 (dd, 1H), 6.84-6.73 (m, 3H), 6.60-6.56 (m, 1H), 4.85-4.80 (m, 1H), 4.72 (d, 1H), 3.73 (s, 3H), 2.70-2.53 (m, 2H), 2.00-1.75 (m, 4H... The reactants are COc1cccc(NC(=O)OC(C)(C)C)c1C, C1CCCCC1, C1CCOC1, CCC(=O)N(C)OC, [Li]C(C)CC. Product: CCC(=O)Cc1c(NC(=O)OC(C)(C)C)cccc1OC. Reaction SMILES: [C:6]([CH3:7])([CH3:8])([CH3:9])[O:10][C:11](=[O:12])[NH:13][c:14]1[c:15]([CH3:22])[c:16]([O:20][CH3:21])[cH:17][cH:18][cH:19]1.[CH2:31]1[CH2:32][CH2:33][CH2:34][CH2:35][CH2:36]1.[CH2:37]1[O:38][CH2:39][CH2:40][CH2:41]1.[CH3:23][O:24][N:25]([C:26]([CH2:27][CH3:28])=[O:29])[CH3:30].[CH:1]([Li:2])([CH2:3][CH3:4])[CH3:5]>>[C:6]([CH3:7])([CH3:8])([CH3:9])[O:10][C:11](=[O:12])[NH:13][c:14]1[c:15]([CH2:22][C:26]([CH2:27][CH3:28])=[O:29])[c:16]([O:20][CH3:21])[cH:17][cH:18][cH:19]1. Reactants: ClC=1C=C2C(=C(N(C2=CC1)CC(=O)O)CO)C1=CC=NC2=CC(=CC=C12)Cl (5-Chloro-3-(7-chloro-4-quinolinyl)-2-(hydroxymethyl)-1H-indole-1-acetic acid), ClC1=CC=NC2=CC(=CC=C12)Cl (4,7-dichloroquinoline). The product is ClC1=CC=C2C(=CC=NC2=C1)C1=C(N(C2=CC=C(C=C12)C#N)CC(=O)O)C (3-(7-Chloro-4-quinolinyl)-5-cyano-2-methyl-1H-indole-1-acetic acid). Reaction SMILES: Cl[C:2]1[CH:3]=[C:4]2[C:8](=[CH:9][CH:10]=1)[N:7]([CH2:11][C:12]([OH:14])=[O:13])[C:6]([CH2:15]O)=[C:5]2[C:17]1[C:26]2[C:21](=[CH:22][C:23]([Cl:27])=[CH:24][CH:25]=2)[N:20]=[CH:19][CH:18]=1.ClC1C2C(=CC(Cl)=CC=2)[N:32]=[CH:31]C=1>>[Cl:27][C:23]1[CH:22]=[C:21]2[C:26]([C:17]([C:5]3[C:4]4[C:8](=[CH:9][CH:10]=[C:2]([C:31]#[N:32])[CH:3]=4)[N:7]([CH2:11][C:12]([OH:14])=[O:13])[C:6]=3[CH3:15])=[CH:18][CH:19]=[N:20]2)=[CH:25][CH:24]=1. Procedure: The sub-title compound was prepared from the product of example 55, step a) and 4,7-dichloroquinoline by the method of example 55, step b). The reactants are NC1=NC=CC=C1OCC1=C(C=CC=C1)C (2-amino-3-(2-methylbenzyloxy)pyridine), Cl.CC1=C(C=CC=C1)CC(OCC)=N (ethyl 2-methylphenylacetimidate hydrochloride). Solvent: C(C)O (ethanol). Product: Cl.CC1=C(COC=2C(=NC=CC2)NC(CC2=C(C=CC=C2)C)=N)C=CC=C1 (N-(3-(2-Methylbenzyloxy)-2-pyridyl)-2-methylphenylacetamidine hydrochloride). Isolated yield 14.8%. RXN SMILES: [NH2:1][C:2]1[C:7]([O:8][CH2:9][C:10]2[CH:15]=[CH:14][CH:13]=[CH:12][C:11]=2[CH3:16])=[CH:6][CH:5]=[CH:4][N:3]=1.[ClH:17].[CH3:18][C:19]1[CH:24]=[CH:23][CH:22]=[CH:21][C:20]=1[CH2:25][C:26](=[NH:30])OCC>C(O)C>[ClH:17].[CH3:16][C:11]1[CH:12]=[CH:13][CH:14]=[CH:15][C:10]=1[CH2:9][O:8][C:7]1[C:2]([NH:1][C:26](=[NH:30])[CH2:25][C:20]2[CH:21]=[CH:22][CH:23]=[CH:24][C:19]=2[CH3:18])=[N:3][CH:4]=[CH:5][CH:6]=1 |f:1.2,4.5|. Procedure details: A mixture of 2-amino-3-(2-methylbenzyloxy)pyridine (5.2 g, 24.2 mmol) and ethyl 2-methylphenylacetimidate hydrochloride (5.7 g, 26.7 mmol) in ethanol (80 ml) was heated under reflux for 2 hours. Evaporation of the solvent gave an oil which was purified by flash chromatography (chloroform/methanol) to obtain the product (1.37 g), m.p. 147°-154° C. The reactants are CC(N)c1ccc(Br)cc1, NCc1ccc(Br)cc1, Cl, O, COC(=O)Cc1cccc2cnccc12. Product: CC(NC(=O)Cc1cccc2cnccc12)c1ccc(Br)cc1. RXN SMILES: [Br:16][c:17]1[cH:18][cH:19][c:20]([CH:23]([CH3:24])[NH2:25])[cH:21][cH:22]1.[Br:26][c:27]1[cH:28][cH:29][c:30]([CH2:31][NH2:32])[cH:33][cH:34]1.[ClH:35].[OH2:36].[cH:1]1[n:2][cH:3][cH:4][c:5]2[c:6]([CH2:11][C:12]([O:14][CH3:13])=[O:15])[cH:7][cH:8][cH:9][c:10]12>>[cH:1]1[n:2][cH:3][cH:4][c:5]2[c:6]([CH2:11][C:12](=[O:14])[NH:25][CH:23]([c:20]3[cH:19][cH:18][c:17]([Br:16])[cH:22][cH:21]3)[CH3:24])[cH:7][cH:8][cH:9][c:10]12. The reactants are OC=1C=C2CCC(NC2=CC1)=O (6-hydroxy-3,4-dihydrocarbostyril), [OH-].[Na+] (sodium hydroxide), [OH-].[Na+] (sodium hydroxide), S(=O)(=O)(OC)OC (dimethyl sulfate). The solvent is O (water). Yields the product COC=1C=C2CCC(NC2=CC1)=O (6-Methoxy-3,4-dihydrocarbostyril). RXN SMILES: [OH:1][C:2]1[CH:3]=[C:4]2[C:9](=[CH:10][CH:11]=1)[NH:8][C:7](=[O:12])[CH2:6][CH2:5]2.[OH-].[Na+].S(OC)(O[CH3:19])(=O)=O>O>[CH3:19][O:1][C:2]1[CH:3]=[C:4]2[C:9](=[CH:10][CH:11]=1)[NH:8][C:7](=[O:12])[CH2:6][CH2:5]2 |f:1.2|. Reported procedure: To a solution, prepared by mixing 8.2 g. 6-hydroxy-3,4-dihydrocarbostyril with 50 ml. water containing 2 g. sodium hydroxide, was added dropwise with stirring 8.5 ml. dimethyl sulfate (sp. gr. 1.332). During the course of the addition the resulting mixture was maintained at about pH 10 by periodic additions of 10% sodium hydroxide solution. The mixture was stirred for two and one-half hours at room temperature, filtered and the collected solids were washed thoroughly with water to give after rec... The reactants are COc1cc2nc(N3CCNCC3)nc(N)c2cc1OC, C1COCCO1, O=C(Cl)c1ccno1. Product: Cl, COc1cc2nc(N3CCN(C(=O)c4ccno4)CC3)nc(N)c2cc1OC. As a reaction SMILES: [NH2:9][c:10]1[n:11][c:12]([N:24]2[CH2:25][CH2:26][NH:27][CH2:28][CH2:29]2)[n:13][c:14]2[cH:15][c:16]([O:22][CH3:23])[c:17]([O:20][CH3:21])[cH:18][c:19]12.[O:30]1[CH2:31][CH2:32][O:33][CH2:34][CH2:35]1.[o:1]1[n:2][cH:3][cH:4][c:5]1[C:6](=[O:7])[Cl:8]>>[ClH:8].[o:1]1[n:2][cH:3][cH:4][c:5]1[C:6](=[O:7])[N:27]1[CH2:26][CH2:25][N:24]([c:12]2[n:11][c:10]([NH2:9])[c:19]3[c:14]([n:13]2)[cH:15][c:16]([O:22][CH3:23])[c:17]([O:20][CH3:21])[cH:18]3)[CH2:29][CH2:28]1. Starting materials: CC(=O)OC(C)=O, [Cl-], [Na+], O, N#Cc1cccc2c1CCC2O, c1ccncc1. The product is CC(=O)OC1CCc2c(C#N)cccc21. Reaction SMILES: [CH3:13][C:14](=[O:15])[O:16][C:17](=[O:18])[CH3:19].[Cl-:22].[Na+:21].[OH2:20].[OH:1][CH:2]1[CH2:3][CH2:4][c:5]2[c:6]([C:11]#[N:12])[cH:7][cH:8][cH:9][c:10]21.[cH:23]1[cH:24][cH:25][n:26][cH:27][cH:28]1>>[O:1]([CH:2]1[CH2:3][CH2:4][c:5]2[c:6]([C:11]#[N:12])[cH:7][cH:8][cH:9][c:10]21)[C:14]([CH3:13])=[O:15].